From a dataset of the Open Reaction Database (ORD), a public repository of structured organic reaction records. describe an organic reaction: reactants, conditions, products, and yield Starting materials: ClC1=NC=CC(=N1)C=1C=C(C=CC1)S(=O)(=O)N1[C@H](CN(CC1)C(=O)OC(C)(C)C)C ((3S)-tert-butyl 4-(3-(2-chloropyrimidin-4-yl)phenylsulfonyl)-3-methylpiperazine-1-carboxylate), FC=1C=C(C=CC1)CCN (2-(3-fluorophenyl)ethanamine), 456. Yields the product FC=1C=C(CCNC2=NC=CC(=N2)C2=CC(=CC=C2)S(=O)(=O)N2[C@H](CNCC2)C)C=CC1 (N-(3-fluorophenethyl)-4-(3-((S)-2-methylpiperazin-1-ylsulfonyl)phenyl)pyrimidin-2-amine). As a reaction SMILES: Cl[C:2]1[N:7]=[C:6]([C:8]2[CH:9]=[C:10]([S:14]([N:17]3[CH2:22][CH2:21][N:20](C(OC(C)(C)C)=O)[CH2:19][C@@H:18]3[CH3:30])(=[O:16])=[O:15])[CH:11]=[CH:12][CH:13]=2)[CH:5]=[CH:4][N:3]=1.[F:31][C:32]1[CH:33]=[C:34]([CH2:38][CH2:39][NH2:40])[CH:35]=[CH:36][CH:37]=1>>[F:31][C:32]1[CH:33]=[C:34]([CH:35]=[CH:36][CH:37]=1)[CH2:38][CH2:39][NH:40][C:2]1[N:7]=[C:6]([C:8]2[CH:13]=[CH:12][CH:11]=[C:10]([S:14]([N:17]3[CH2:22][CH2:21][NH:20][CH2:19][C@@H:18]3[CH3:30])(=[O:15])=[O:16])[CH:9]=2)[CH:5]=[CH:4][N:3]=1. Procedure: Intermediate 153 from above was coupled with 2-(3-fluorophenyl)ethanamine following procedure F. The product was deprotected by procedure G2. LC-MS showed the product had the expected M+H+ of 456. 1H NMR (Varian 300 MHz, MeOD-d6, shifts relative to the solvent peak at 3.31 ppm) δ 8.6 (d, 1H) 8.5 (d, 1H) 8.4 (d, 1H), 8.1 (d, 1H), 7.8 (t, 1H), 7.6 (d, 1H), 7.2 (t, 1H), 7.1 (d, 1H), 7.0 (d, 1H), 6.8 (d, 1H), 3.9 (m, 3H), 3.4 (m, 1H), 3.3 (m, 2H), 3.2 (m, 2H), 3.1 (m, 1H), 3.0 (t, 2H), 1.2 (d, 3H). Starting materials: COC(=O)C(Cc1ccc(Oc2ccnc(C)c2C)cc1)NC(=O)C1Cc2cc3c(cc2CN1)OC(c1ccc(OCc2ccc(Cl)c(Cl)c2)cc1)CO3, O=C=NC1CCC1. Yields the product COC(=O)C(Cc1ccc(Oc2ccnc(C)c2C)cc1)NC(=O)C1Cc2cc3c(cc2CN1C(=O)NC1CCC1)OC(c1ccc(OCc2ccc(Cl)c(Cl)c2)cc1)CO3. Reaction SMILES: [CH3:1][O:2][C:3]([CH:4]([CH2:5][c:6]1[cH:7][cH:8][c:9]([O:12][c:13]2[c:14]([CH3:20])[c:15]([CH3:19])[n:16][cH:17][cH:18]2)[cH:10][cH:11]1)[NH:21][C:22](=[O:23])[CH:24]1[NH:25][CH2:26][c:27]2[cH:28][c:29]3[c:30]([cH:31][c:32]2[CH2:33]1)[O:34][CH2:35][CH:36]([c:38]1[cH:39][cH:40][c:41]([O:44][CH2:45][c:46]2[cH:47][c:48]([Cl:53])[c:49]([Cl:52])[cH:50][cH:51]2)[cH:42][cH:43]1)[O:37]3)=[O:54].[N:55](=[C:56]=[O:57])[CH:58]1[CH2:59][CH2:60][CH2:61]1>>[CH3:1][O:2][C:3]([CH:4]([CH2:5][c:6]1[cH:7][cH:8][c:9]([O:12][c:13]2[c:14]([CH3:20])[c:15]([CH3:19])[n:16][cH:17][cH:18]2)[cH:10][cH:11]1)[NH:21][C:22](=[O:23])[CH:24]1[N:25]([C:56]([NH:55][CH:58]2[CH2:59][CH2:60][CH2:61]2)=[O:57])[CH2:26][c:27]2[cH:28][c:29]3[c:30]([cH:31][c:32]2[CH2:33]1)[O:34][CH2:35][CH:36]([c:38]1[cH:39][cH:40][c:41]([O:44][CH2:45][c:46]2[cH:47][c:48]([Cl:53])[c:49]([Cl:52])[cH:50][cH:51]2)[cH:42][cH:43]1)[O:37]3)=[O:54]. Reactants: O=C(O)CCC(O)=NBr, ClC(Cl)(Cl)Cl, Cc1ccc(-c2nc(-c3c(F)cccc3Cl)nn2C)cc1Cl, CC(C)(C#N)N=NC(C)(C)C#N. The product is Cn1nc(-c2c(F)cccc2Cl)nc1-c1ccc(CBr)c(Cl)c1. Reaction SMILES: [Br:23][N:24]=[C:25]([OH:26])[CH2:27][CH2:28][C:29]([OH:30])=[O:31].[C:44]([Cl:45])([Cl:46])([Cl:47])[Cl:48].[Cl:1][c:2]1[c:3](-[c:9]2[n:10][n:11]([CH3:22])[c:12](-[c:14]3[cH:15][c:16]([Cl:21])[c:17]([CH3:20])[cH:18][cH:19]3)[n:13]2)[c:4]([F:8])[cH:5][cH:6][cH:7]1.[N:32]#[C:33][C:34]([N:35]=[N:36][C:37]([C:38]#[N:39])([CH3:40])[CH3:41])([CH3:42])[CH3:43]>>[Cl:1][c:2]1[c:3](-[c:9]2[n:10][n:11]([CH3:22])[c:12](-[c:14]3[cH:15][c:16]([Cl:21])[c:17]([CH2:20][Br:23])[cH:18][cH:19]3)[n:13]2)[c:4]([F:8])[cH:5][cH:6][cH:7]1.